The task is: describe an organic reaction: reactants, conditions, products, and yield. This data is from the Open Reaction Database (ORD), a public repository of structured organic reaction records. Procedure: The 3,4-dihydro-1H-quinolin-2-one derivative of Formula 5 is reacted with tributyl(1-ethoxyvinyl)tin to introduce an acetyl group into the 6 position of the quinoline nucleus and to provide a 6-acetyl-3,4-dihydro-1H-quinolin-2-one derivative of Formula 6. The R3 group (R3 is as defined in connection with Formula 1) is introduced into the molecule by treatment of the compound of Formula 6 with a reagent of the formula R3—I and a strong base, such as sodium hydride in a polar aprotic solvent, such... Reactants: N1C(CCC2=CC=CC=C12)=O (3,4-dihydro-1H-quinolin-2-one), Formula 5, C(CCC)[Sn](C(=C)OCC)(CCCC)CCCC (tributyl(1-ethoxyvinyl)tin), N1=CC=CC2=CC=CC=C12 (quinoline). RXN SMILES: [NH:1]1[C:10]2[C:5](=[CH:6][CH:7]=[CH:8][CH:9]=2)[CH2:4][CH2:3][C:2]1=[O:11].C([Sn](CCCC)(CCCC)[C:17]([O:19]CC)=[CH2:18])CCC.N1C2C(=CC=CC=2)C=CC=1>>[C:17]([C:7]1[CH:6]=[C:5]2[C:10](=[CH:9][CH:8]=1)[NH:1][C:2](=[O:11])[CH2:3][CH2:4]2)(=[O:19])[CH3:18]. The product is C(C)(=O)C=1C=C2CCC(NC2=CC1)=O (6-acetyl-3,4-dihydro-1H-quinolin-2-one), Formula 6.